Dataset: the Open Reaction Database (ORD), a public repository of structured organic reaction records. Task: describe an organic reaction: reactants, conditions, products, and yield Reactants: NC1=C(C=C2C(OC(C2=C1)(F)F)(F)F)O (6-amino-1,1,3,3-tetrafluoro-5-hydroxy-1,3-dihydroisobenzofuran), FC1=C(C(=O)O)C=CN=C1 (3-fluoroisonicotinic acid), CCN=C=NCCCN(C)C (WSC), N1=CC=CC=C1 (pyridine). Solvent: O (water). Run at temperature 80 celsius. Yields the product FC1=C(C(=O)NC=2C=C3C(OC(C3=CC2O)(F)F)(F)F)C=CN=C1 (3-fluoro-N-(1,1,3,3-tetrafluoro-6-hydroxy-1,3-dihydroisobenzofuran-5-yl)isonicotinamide). Yield: 62.7%. As a reaction SMILES: [NH2:1][C:2]1[CH:10]=[C:9]2[C:5]([C:6]([F:14])([F:13])[O:7][C:8]2([F:12])[F:11])=[CH:4][C:3]=1[OH:15].[F:16][C:17]1[CH:25]=[N:24][CH:23]=[CH:22][C:18]=1[C:19](O)=[O:20].CCN=C=NCCCN(C)C.N1C=CC=CC=1>O>[F:16][C:17]1[CH:25]=[N:24][CH:23]=[CH:22][C:18]=1[C:19]([NH:1][C:2]1[CH:10]=[C:9]2[C:5](=[CH:4][C:3]=1[OH:15])[C:6]([F:14])([F:13])[O:7][C:8]2([F:11])[F:12])=[O:20]. Procedure: A mixture of 1.5 g of 6-amino-1,1,3,3-tetrafluoro-5-hydroxy-1,3-dihydroisobenzofuran, 0.95 g of 3-fluoroisonicotinic acid, 1.68 g of WSC and 13 ml of pyridine was stirred while heating at 80° C. for two hours. The reaction mixture was cooled to room temperature, and then water was added, followed by extraction with ethyl acetate three times. The combined organic layers were washed with water and a saturated sodium chloride solution, dried over anhydrous magnesium sulfate, and then concentrated u... Reactants: O=C([O-])[O-], CCOC(Cc1ccc(O)cc1C)C(=O)OC, Cc1oc(-c2ccc(OC(C)C)cc2)nc1CCl, [Cs+], [Cs+], [I-], [K+]. The product is CCOC(Cc1ccc(OCc2nc(-c3ccc(OC(C)C)cc3)oc2C)cc1C)C(=O)OC. As a reaction SMILES: [C:36](=[O:37])([O-:38])[O-:39].[CH3:1][O:2][C:3]([CH:4]([CH2:5][c:6]1[c:7]([CH3:13])[cH:8][c:9]([OH:12])[cH:10][cH:11]1)[O:14][CH2:15][CH3:16])=[O:17].[Cl:18][CH2:19][c:20]1[n:21][c:22](-[c:26]2[cH:27][cH:28][c:29]([O:32][CH:33]([CH3:34])[CH3:35])[cH:30][cH:31]2)[o:23][c:24]1[CH3:25].[Cs+:40].[Cs+:41].[I-:43].[K+:42]>>[CH3:1][O:2][C:3]([CH:4]([CH2:5][c:6]1[c:7]([CH3:13])[cH:8][c:9]([O:12][CH2:19][c:20]2[n:21][c:22](-[c:26]3[cH:27][cH:28][c:29]([O:32][CH:33]([CH3:34])[CH3:35])[cH:30][cH:31]3)[o:23][c:24]2[CH3:25])[cH:10][cH:11]1)[O:14][CH2:15][CH3:16])=[O:17].